The task is: describe an organic reaction: reactants, conditions, products, and yield. This data is from the Open Reaction Database (ORD), a public repository of structured organic reaction records. The reactants are CC(=O)OC1CSC(Oc2cc(Br)ccc2Cl)C(OC(C)=O)C1OC(C)=O, Cn1cc(B2OC(C)(C)C(C)(C)O2)cn1. Product: CC(=O)OC1CSC(Oc2cc(-c3cnn(C)c3)ccc2Cl)C(OC(C)=O)C1OC(C)=O. RXN SMILES: [C:16]([CH3:17])(=[O:18])[O:19][CH:20]1[CH:21]([O:22][c:23]2[c:24]([Cl:30])[cH:25][cH:26][c:27]([Br:29])[cH:28]2)[S:31][CH2:32][CH:33]([O:39][C:40]([CH3:41])=[O:42])[CH:34]1[O:35][C:36]([CH3:37])=[O:38].[CH3:1][n:2]1[n:3][cH:4][c:5]([B:7]2[O:8][C:9]([CH3:10])([CH3:11])[C:12]([CH3:13])([CH3:14])[O:15]2)[cH:6]1>>[CH3:1][n:2]1[n:3][cH:4][c:5](-[c:27]2[cH:26][cH:25][c:24]([Cl:30])[c:23]([O:22][CH:21]3[CH:20]([O:19][C:16]([CH3:17])=[O:18])[CH:34]([O:35][C:36]([CH3:37])=[O:38])[CH:33]([O:39][C:40]([CH3:41])=[O:42])[CH2:32][S:31]3)[cH:28]2)[cH:6]1. Reactants: HCl-ether, ClC(C(=O)C=1C(=NN2C1C=CC=C2)C(C)C)C (2-chloro-1-(2-isopropylpyrazolo[1,5-a]pyridin-3-yl)propan-1-one), C1(CC1)N (cyclopropylamine), [Na+].[I-] (NaI). Run in CO (MeOH). The product is Cl.C1(CC1)NC(C(=O)C=1C(=NN2C1C=CC=C2)C(C)C)C (2-(cyclopropylamino)-1-(2-isopropylpyrazolo[1,5-a]pyridin-3-yl)propan-1-one hydrochloride). Yield: 54.8%. As a reaction SMILES: [Cl:1][CH:2]([CH3:17])[C:3]([C:5]1[C:6]([CH:14]([CH3:16])[CH3:15])=[N:7][N:8]2[CH:13]=[CH:12][CH:11]=[CH:10][C:9]=12)=[O:4].[CH:18]1([NH2:21])[CH2:20][CH2:19]1.[Na+].[I-]>CO>[ClH:1].[CH:18]1([NH:21][CH:2]([CH3:17])[C:3]([C:5]2[C:6]([CH:14]([CH3:16])[CH3:15])=[N:7][N:8]3[CH:13]=[CH:12][CH:11]=[CH:10][C:9]=23)=[O:4])[CH2:20][CH2:19]1 |f:2.3,5.6|. Procedure details: 621 mg (2.4 mmol) of 2-chloro-1-(2-isopropylpyrazolo[1,5-a]pyridin-3-yl)propan-1-one was reacted with 283 mg (4.8 mmol) cyclopropylamine in the presence of 20 mg of NaI in 6 ml of MeOH. The crude product obtained after workup was acidified with 2N HCl-ether to furnish 405 mg of 2-(cyclopropylamino)-1-(2-isopropylpyrazolo[1,5-a]pyridin-3-yl)propan-1-one hydrochloride. Compound 1045. Starting materials: [Al+3], [Al+3], [Cl-], [Cl-], [Cl-], [H-], [H-], [H-], [H-], [Li+], Nc1ccc(Cl)c(C(=O)c2ccccc2)c1, O. Product: Nc1ccc(Cl)c(Cc2ccccc2)c1. As a reaction SMILES: [Al+3:2].[Al+3:8].[Cl-:10].[Cl-:7].[Cl-:9].[H-:1].[H-:4].[H-:5].[H-:6].[Li+:3].[NH2:11][c:12]1[cH:13][cH:14][c:15]([Cl:26])[c:16]([C:17](=[O:18])[c:19]2[cH:20][cH:21][cH:22][cH:23][cH:24]2)[cH:25]1.[OH2:27]>>[NH2:11][c:12]1[cH:13][cH:14][c:15]([Cl:26])[c:16]([CH2:17][c:19]2[cH:20][cH:21][cH:22][cH:23][cH:24]2)[cH:25]1. The reactants are Cl (hydrochloric acid), CON(C(=O)[C@@H]1CC[C@@H](CC1)C1(OCCO1)C1=CC=C(C=C1)Cl)C (cis-4-[2-(4-chlorophenyl)-[1,3]-dioxolan-2-yl]-cyclohexanecarboxylic acid, methoxy-methyl amide), O (water), [Br-] (bromide). Run in O1CCCC1 (tetrahydrofuran). Conditions: temperature 0 celsius, time 1 hour. The product is ClC1=CC=C(C=C1)C1(OCCO1)[C@H]1CC[C@H](CC1)C(CCC=C)=O (cis-1-{4-[2-(4-chlorophenyl)-[1,3]-dioxolan-2-yl]-cyclohexyl}pent-4-en-1-one). Isolated yield 168.3%. As a reaction SMILES: CON(C)[C:4]([C@H:6]1[CH2:11][CH2:10][C@@H:9]([C:12]2([C:17]3[CH:22]=[CH:21][C:20]([Cl:23])=[CH:19][CH:18]=3)[O:16][CH2:15][CH2:14][O:13]2)[CH2:8][CH2:7]1)=[O:5].[Br-].O.Cl>O1CCCC1>[Cl:23][C:20]1[CH:19]=[CH:18][C:17]([C:12]2([C@@H:9]3[CH2:8][CH2:7][C@H:6]([C:4](=[O:5])[CH2:8][CH2:7][CH:6]=[CH2:4])[CH2:11][CH2:10]3)[O:13][CH2:14][CH2:15][O:16]2)=[CH:22][CH:21]=1. Reported procedure: While under a nitrogen atmosphere, a solution of cis-4-[2-(4-chlorophenyl)-[1,3]-dioxolan-2-yl]-cyclohexanecarboxylic acid, methoxy-methyl amide (1.36 g, 3.85 mmol), in tetrahydrofuran (10 mL) was cooled to 0° C. and treated with 4-butenylmagnesiun bromide (0.5 M in THF, 19.24 mL, 9.62 mmol) in a dropwise manner. The solution was stirred for 1 hour at 0° C. then allowed to warm to room temperature overnight. The resulting solution was poured into water, acidified to pH 3-4 with 1 N hydrochloric ... Reactants: C(F)(F)(C(F)(F)C(F)(F)C(F)(F)C(F)(F)C(F)(F)C(F)(F)C(F)(F)F)S(=O)O[Li] (C8F17SO2Li). Solvent: O (water). Conditions: time 3.5 hour. The product is FC(C(=C(F)F)F)(F)F.FC(=C(F)F)F (hexafluoropropylene tetrafluoroethylene). The yield is 6075.9%. RXN SMILES: [C:1](S(O[Li])=O)([C:4](C(C(C([C:16]([C:19]([C:22]([F:25])([F:24])[F:23])(F)[F:20])([F:18])[F:17])(F)F)(F)F)(F)F)([F:6])[F:5])([F:3])[F:2]>O>[F:23][C:22]([F:25])([F:24])[C:19]([F:20])=[C:16]([F:18])[F:17].[F:2][C:1]([F:3])=[C:4]([F:6])[F:5] |f:2.3|. Procedure details: A 400 ml autoclave was loaded with 100 ml water and 1.0 g of C8F17SO2Li. The autoclave was cooled, evacuated, and loaded with 75 g of hexafluoropropylene and 50 g of tetrafluoroethylene. A solution of 0.5 g of sodium bromate in 50 ml of water was injected over about 3 to 4 hours at 20° to 25° C. The autoclave was vented, the polymeric emulsion recovered, and the emulsion broken by freezing. Filtering, washing 10 times with 200 ml of 1:1 methanol/water, and drying under vacuum gave 31 g of hexafl... The reactants are [SiH4] (silane), C(C=C)Cl (allyl chloride), C[SiH](Cl)C (Dimethylchlorosilane), di-μ-chlorobis[(cycloocta-1c,5c-diene)iridium(I)], C1=CCCC=CCC1 (1,5-cyclooctadiene), C(C=C)Cl (allyl chloride). Reaction conditions: temperature 80 celsius. The product is C(C=C)Cl (allyl chloride), Cl[Si](C)(C)CCCCl (chloro(3-chloropropyl)dimethylsilane). As a reaction SMILES: [CH3:1][SiH:2]([CH3:4])[Cl:3].C1CCC=CCCC=1.[SiH4].[CH2:14]([Cl:17])[CH:15]=[CH2:16]>>[CH2:14]([Cl:17])[CH:15]=[CH2:16].[Cl:3][Si:2]([CH2:16][CH2:15][CH2:14][Cl:17])([CH3:4])[CH3:1]. Procedure details: Dimethylchlorosilane as one feed stream and a mixture of 2.7×10−3 mol % of di-μ-chlorobis[(cycloocta-1c,5c-diene)iridium(I)] and 7×10−1 mol % of 1,5-cyclooctadiene in allyl chloride as a second feed stream were fed in a molar ratio of silane:allyl chloride mixture of 1:1.05 at a rate of 2.8 l/h (based on the total volume of the components introduced) via separate metering pumps into a loop reactor maintained at 80° C. under a pressure of 0.4 MPa and having a volume of 1.4 l. After working up the... The reactants are [BH4-], CC(=O)Cc1ccccc1, C=COCCN, [Na+], O, c1ccccc1. Product: C=COCCNC(C)Cc1ccccc1. Reaction SMILES: [BH4-:23].[CH3:1][C:2](=[O:3])[CH2:4][c:5]1[cH:6][cH:7][cH:8][cH:9][cH:10]1.[CH:11](=[CH2:12])[O:13][CH2:14][CH2:15][NH2:16].[Na+:24].[OH2:25].[cH:17]1[cH:18][cH:19][cH:20][cH:21][cH:22]1>>[CH3:1][CH:2]([CH2:4][c:5]1[cH:6][cH:7][cH:8][cH:9][cH:10]1)[NH:16][CH2:15][CH2:14][O:13][CH:11]=[CH2:12].